This data is from the Open Reaction Database (ORD), a public repository of structured organic reaction records. The task is: describe an organic reaction: reactants, conditions, products, and yield Starting materials: O=C(NC1CCCN2c3cc(Cl)ccc3Oc3ccccc3C12)C(F)(F)F, CN(C)C=O. The product is O=C(NC1CCCN2c3ccccc3Oc3ccccc3C12)C(F)(F)F. Reaction SMILES: [Cl:1][c:2]1[cH:3][c:4]2[c:5]([cH:26][cH:27]1)[O:6][c:7]1[c:8]([cH:22][cH:23][cH:24][cH:25]1)[CH:9]1[N:10]2[CH2:11][CH2:12][CH2:13][CH:14]1[NH:15][C:16]([C:17]([F:18])([F:19])[F:20])=[O:21].[O:28]=[CH:29][N:30]([CH3:31])[CH3:32]>>[cH:2]1[cH:3][c:4]2[c:5]([cH:26][cH:27]1)[O:6][c:7]1[c:8]([cH:22][cH:23][cH:24][cH:25]1)[CH:9]1[N:10]2[CH2:11][CH2:12][CH2:13][CH:14]1[NH:15][C:16]([C:17]([F:18])([F:19])[F:20])=[O:21]. Reactants: C(C)N1C[C@@H]2N(C[C@H](C3=CC=CC=C23)C2=CC=CC=C2)C(C1=O)=O (cis-1,3,4,6,7,11b-hexahydro-2-ethyl-7-phenyl-2H-pyrazino[2,1-a]isoquinoline-3,4-dione), B (borane), Cl (HCl). The solvent is O1CCCC1 (tetrahydrofuran). Product: Cl.Cl.C(C)N1C[C@@H]2N(C[C@H](C3=CC=CC=C23)C2=CC=CC=C2)CC1 (cis-1,3,4,6,7,11b-hexahydro-2-ethyl-7-phenyl-2H-pyrazino[2,1-a]isoquinoline dihydrochloride). Reaction SMILES: B.[CH2:2]([N:4]1[C:23](=O)[C:22](=O)[N:7]2[CH2:8][C@@H:9]([C:16]3[CH:21]=[CH:20][CH:19]=[CH:18][CH:17]=3)[C:10]3[C:15]([C@@H:6]2[CH2:5]1)=[CH:14][CH:13]=[CH:12][CH:11]=3)[CH3:3].[ClH:26]>O1CCCC1>[ClH:26].[ClH:26].[CH2:2]([N:4]1[CH2:23][CH2:22][N:7]2[CH2:8][C@@H:9]([C:16]3[CH:17]=[CH:18][CH:19]=[CH:20][CH:21]=3)[C:10]3[C:15]([C@@H:6]2[CH2:5]1)=[CH:14][CH:13]=[CH:12][CH:11]=3)[CH3:3] |f:4.5.6|. Reported procedure: To a stirred solution of 1.0 M borane in tetrahydrofuran (200 ml) maintained under nitrogen at ambient temperature was added cis-1,3,4,6,7,11b-hexahydro-2-ethyl-7-phenyl-2H-pyrazino[2,1-a]isoquinoline-3,4-dione (9.9 g, 0.03 m) and the mixture heated to reflux for 2 hours. The mixture was cooled in an ice bath and carefully treated with 10% HCl (125 ml), refluxed for 1 hour, and the solvent removed on an aspirator. The residue was treated with water (300 ml), basified to pH 11 with 50% NaOH, and ... Starting materials: N([C@@H]([C@@H](C)CC)C(=O)N[C@@H](CC(OCC1=CC=CC=C1)=O)C(=O)N[C@@H](CCCNC(N[N+](=O)[O-])=N)C(=O)N[C@@H]([C@@H](C)CC)C(=O)NCC(=O)OC)C(=O)OC(C)(C)C (Boc-Ile-Asp(Bzl)-Arg(NO2)-Ile-Gly-OCH3), tetrapeptide HCl. Run in CCOC(=O)C (EtOAc). Product: N[C@@H]([C@@H](C)CC)C(=O)N[C@@H](CC(OCC1=CC=CC=C1)=O)C(=O)N[C@@H](CCCNC(N[N+](=O)[O-])=N)C(=O)N[C@@H]([C@@H](C)CC)C(=O)NCC(=O)OC (H-Ile-Asp(Bzl)-Arg(NO2)-Ile-Gly-OCH3). Reaction SMILES: [NH:1](C(OC(C)(C)C)=O)[C@H:2]([C:7]([NH:9][C@H:10]([C:22]([NH:24][C@H:25]([C:36]([NH:38][C@H:39]([C:44]([NH:46][CH2:47][C:48]([O:50][CH3:51])=[O:49])=[O:45])[C@H:40]([CH2:42][CH3:43])[CH3:41])=[O:37])[CH2:26][CH2:27][CH2:28][NH:29][C:30](=[NH:35])[NH:31][N+:32]([O-:34])=[O:33])=[O:23])[CH2:11][C:12](=[O:21])[O:13][CH2:14][C:15]1[CH:20]=[CH:19][CH:18]=[CH:17][CH:16]=1)=[O:8])[C@H:3]([CH2:5][CH3:6])[CH3:4]>CCOC(C)=O>[NH2:1][C@H:2]([C:7]([NH:9][C@H:10]([C:22]([NH:24][C@H:25]([C:36]([NH:38][C@H:39]([C:44]([NH:46][CH2:47][C:48]([O:50][CH3:51])=[O:49])=[O:45])[C@H:40]([CH2:42][CH3:43])[CH3:41])=[O:37])[CH2:26][CH2:27][CH2:28][NH:29][C:30](=[NH:35])[NH:31][N+:32]([O-:34])=[O:33])=[O:23])[CH2:11][C:12](=[O:21])[O:13][CH2:14][C:15]1[CH:16]=[CH:17][CH:18]=[CH:19][CH:20]=1)=[O:8])[C@H:3]([CH2:5][CH3:6])[CH3:4]. Reported procedure: A sample of the pentapeptide (12) suspended in EtOAc is treated exactly as described for the preparation of tetrapeptide HCl salt (11) to give product (13). Reactants: CN(C)C=O, Clc1ccc(CN2CCN=C2Cc2ccccc2)c(Cl)c1, [H-], [Na+], O. Yields the product C=C(C1=NCCN1Cc1ccc(Cl)cc1Cl)c1ccccc1. RXN SMILES: [CH3:25][N:26]([CH3:27])[CH:28]=[O:29].[Cl:1][c:2]1[c:3]([CH2:9][N:10]2[C:11]([CH2:15][c:16]3[cH:17][cH:18][cH:19][cH:20][cH:21]3)=[N:12][CH2:13][CH2:14]2)[cH:4][cH:5][c:6]([Cl:8])[cH:7]1.[H-:22].[Na+:23].[OH2:24]>>[Cl:1][c:2]1[c:3]([CH2:9][N:10]2[C:11]([C:15]([c:16]3[cH:17][cH:18][cH:19][cH:20][cH:21]3)=[CH2:25])=[N:12][CH2:13][CH2:14]2)[cH:4][cH:5][c:6]([Cl:8])[cH:7]1. The solvent is N1CCOCC1 (morpholine), C(Cl)Cl (CH2Cl2). Procedure: To a resealable tube containing (+/-)-N-[[4,5-dihydro-3-(3,4-difluorophenyl)-5-isoxazolyl]methyl]acetamide (Step 3, Example 3) (1.70 g) in morpholine (5.83 mL) is added potassium carbonate (1.16 g) and heated to 140° C. for 48 hours. The reaction is diluted with CH2Cl2 (50 mL) and washed with H2O (3×50 mL) and saline (50 mL). The organic phase is dried over sodium sulfate, concentrated in vacuo and chromatographed on silica gel (230-400 mesh), eluting with methylene chloride/methanol (98.5/1.5).... Reactants: C(C)(=O)NCC1CC(=NO1)C1=CC(=C(C=C1)F)F (5-(acetamidomethyl)-3-(3,4-difluorophenyl)isoxazoline), C([O-])([O-])=O.[K+].[K+] (potassium carbonate). As a reaction SMILES: [C:1]([NH:4][CH2:5][CH:6]1[O:10][N:9]=[C:8]([C:11]2[CH:16]=[CH:15][C:14](F)=[C:13]([F:18])[CH:12]=2)[CH2:7]1)(=[O:3])[CH3:2].[C:19](=[O:22])([O-])[O-].[K+].[K+]>N1CCOCC1.C(Cl)Cl>[F:18][C:13]1[CH:12]=[C:11]([C:8]2[CH2:7][CH:6]([CH2:5][NH:4][C:1](=[O:3])[CH3:2])[O:10][N:9]=2)[CH:16]=[CH:15][C:14]=1[N:4]1[CH2:5][CH2:19][O:22][CH2:2][CH2:1]1 |f:1.2.3|. Reaction conditions: temperature 140 celsius. Product: FC=1C=C(C=CC1N1CCOCC1)C1=NOC(C1)CNC(C)=O ((-)-N-[[3-[3-Fluoro-4-(4-morpholinyl)phenyl]-4,5-dihydro-5-isoxazolyl]methyl]acetamide).